describe an organic reaction: reactants, conditions, products, and yield From a dataset of the Open Reaction Database (ORD), a public repository of structured organic reaction records. Reactants: CC(C)(C)OC(=O)N1CCC(CO)CC1, O=[N+]([O-])c1ccc(O)cc1F, C1CCOC1, c1ccc(P(c2ccccc2)c2ccccc2)cc1. Product: CC(C)(C)OC(=O)N1CCC(COc2ccc([N+](=O)[O-])c(F)c2)CC1. RXN SMILES: [C:12]([CH3:13])([CH3:14])([CH3:15])[O:16][C:17](=[O:18])[N:19]1[CH2:20][CH2:21][CH:22]([CH2:25][OH:26])[CH2:23][CH2:24]1.[F:1][c:2]1[cH:3][c:4]([OH:11])[cH:5][cH:6][c:7]1[N+:8](=[O:9])[O-:10].[O:46]1[CH2:47][CH2:48][CH2:49][CH2:50]1.[c:27]1([P:28]([c:29]2[cH:30][cH:31][cH:32][cH:33][cH:34]2)[c:35]2[cH:36][cH:37][cH:38][cH:39][cH:40]2)[cH:41][cH:42][cH:43][cH:44][cH:45]1>>[F:1][c:2]1[cH:3][c:4]([O:11][CH2:25][CH:22]2[CH2:21][CH2:20][N:19]([C:17]([O:16][C:12]([CH3:13])([CH3:14])[CH3:15])=[O:18])[CH2:24][CH2:23]2)[cH:5][cH:6][c:7]1[N+:8](=[O:9])[O-:10]. Starting materials: [Br-], C1CCOC1, CCOC(C)=O, [Mg+]C1CC1, CON(C)C(=O)c1ccnc(Cl)n1. Yields the product O=C(c1ccnc(Cl)n1)C1CC1. RXN SMILES: [Br-:14].[CH2:19]1[O:20][CH2:21][CH2:22][CH2:23]1.[CH3:24][CH2:25][O:26][C:27]([CH3:28])=[O:29].[CH:15]1([Mg+:18])[CH2:16][CH2:17]1.[Cl:1][c:2]1[n:3][cH:4][cH:5][c:6]([C:8](=[O:9])[N:10]([O:11][CH3:12])[CH3:13])[n:7]1>>[Cl:1][c:2]1[n:3][cH:4][cH:5][c:6]([C:8](=[O:9])[CH:15]2[CH2:16][CH2:17]2)[n:7]1. Starting materials: C(C)(C)(C)OC(=O)NC1=CC=C(C=C1)N1C(C2=CC(=C(C=C2C(=C1C(=O)OC)C1=CC(=C(C(=C1)OC)OC)OC)OC)O)=O (2-[4-(tert-butoxycarbonylamino)phenyl]-7-hydroxy-6-methoxy-3-methoxycarbonyl-4-(3,4,5-trimethoxyphenyl)-1(2H)-isoquinolinone), BrC1=NC=CC=C1 (2-bromopyridine), C([O-])([O-])=O.[K+].[K+] (potassium carbonate). Reagents/catalysts: [Cu](I)I (copper iodide). The solvent is CN(C=O)C (dimethylformamide). Conditions: temperature 80 celsius, time 5 hour. Product: C(C)(C)(C)OC(=O)NC1=CC=C(C=C1)N1C(C2=CC(=C(C=C2C(=C1C(=O)OC)C1=CC(=C(C(=C1)OC)OC)OC)OC)OC1=NC=CC=C1)=O (2-[4-(tert-butoxycarbonylamino)phenyl]-6-methoxy-3-methoxycarbonyl-7-(2-pyridyloxy)-4-(3,4,5-trimethoxyphenyl)-1(2H)-isoquinolinone). Reaction SMILES: [C:1]([O:5][C:6]([NH:8][C:9]1[CH:14]=[CH:13][C:12]([N:15]2[C:24]([C:25]([O:27][CH3:28])=[O:26])=[C:23]([C:29]3[CH:34]=[C:33]([O:35][CH3:36])[C:32]([O:37][CH3:38])=[C:31]([O:39][CH3:40])[CH:30]=3)[C:22]3[C:17](=[CH:18][C:19]([OH:43])=[C:20]([O:41][CH3:42])[CH:21]=3)[C:16]2=[O:44])=[CH:11][CH:10]=1)=[O:7])([CH3:4])([CH3:3])[CH3:2].Br[C:46]1[CH:51]=[CH:50][CH:49]=[CH:48][N:47]=1.C(=O)([O-])[O-].[K+].[K+]>CN(C)C=O.[Cu](I)I>[C:1]([O:5][C:6]([NH:8][C:9]1[CH:14]=[CH:13][C:12]([N:15]2[C:24]([C:25]([O:27][CH3:28])=[O:26])=[C:23]([C:29]3[CH:34]=[C:33]([O:35][CH3:36])[C:32]([O:37][CH3:38])=[C:31]([O:39][CH3:40])[CH:30]=3)[C:22]3[C:17](=[CH:18][C:19]([O:43][C:46]4[CH:51]=[CH:50][CH:49]=[CH:48][N:47]=4)=[C:20]([O:41][CH3:42])[CH:21]=3)[C:16]2=[O:44])=[CH:11][CH:10]=1)=[O:7])([CH3:4])([CH3:2])[CH3:3] |f:2.3.4|. Reported procedure: A suspension of the compound obtained in Example 5 (300 mg), 2-bromopyridine (57 μl), copper iodide (113 mg) and potassium carbonate (82 mg) in dimethylformamide (5 μl) is heated with stirring at 80° C. for five hours. After the reaction is complete, the reaction mixture is extracted with ethyl acetate. The extract is washed with aqueous ammonia, and further washed with water, dried, and concentrated under reduced pressure. The residue is purified by Chromatotron (solvent; hexane:ethyl acetate=1... The reactants are Cl.S1C(=NC=C1)C=CC1CCCCC(N1)=N (hexahydro-7-[2-(2-thiazolyl)ethenyl]-2H-azepin-2-imine, monohydrochloride). Reagents/catalysts: [Pd] (Pd on carbon). Run in CCO (EtOH). Yields the product Cl.S1C(=NC=C1)CCC1CCCCC(N1)=N (hexahydro-7-[2-(2-thiazolyl)ethyl]-2H-azepin-2-imine, monohydrochloride). RXN SMILES: [ClH:1].[S:2]1[CH:6]=[CH:5][N:4]=[C:3]1[CH:7]=[CH:8][CH:9]1[NH:15][C:14](=[NH:16])[CH2:13][CH2:12][CH2:11][CH2:10]1>CCO.[Pd]>[ClH:1].[S:2]1[CH:6]=[CH:5][N:4]=[C:3]1[CH2:7][CH2:8][CH:9]1[NH:15][C:14](=[NH:16])[CH2:13][CH2:12][CH2:11][CH2:10]1 |f:0.1,4.5|. Procedure details: The title material Of Example 183 in EtOH is hydrogenated over 10% Pd on carbon catalyst in a standard Parr apparatus by the method of Example 35 to generate the title product. The reactants are OC(CC#N)CCCCC (3-hydroxycaprylonitrile), OC1(CCCCC1)CC#N (2-(1-hydroxycyclohexyl)acetonitrile). Product: O1C(CCCC1)OC1(CCCCC1)CC#N (2-[1-(Tetrahydro-2H-pyran-2-yloxy)cyclohexyl]acetonitrile). RXN SMILES: [OH:1][CH:2]([CH2:6][CH2:7][CH2:8][CH2:9][CH3:10])[CH2:3][C:4]#[N:5].[OH:11][C:12]1(CC#N)C[CH2:16][CH2:15][CH2:14][CH2:13]1>>[O:11]1[CH2:12][CH2:13][CH2:14][CH2:15][CH:16]1[O:1][C:2]1([CH2:3][C:4]#[N:5])[CH2:10][CH2:9][CH2:8][CH2:7][CH2:6]1. Procedure: This compound is prepared essentially by the same method as described in Example 1, Step A-2, except that the 3-hydroxycaprylonitrile is replaced by 2-(1-hydroxycyclohexyl)acetonitrile. This method provides the title compound as a pale yellow liquid. Reactants: FCC(C(F)(F)F)C(C(F)F)F (2-fluoromethyl-1,1,1,3,4,4-hexafluorobutane), S(O)(O)(=O)=O (sulfuric acid). Run in O (water). The product is FCC(C(F)(F)F)(C(C(F)F)F)O (2-fluoromethyl-1,1,1,3,4,4-hexafluoro-2-butanol). As a reaction SMILES: [F:1][CH2:2][CH:3]([CH:8]([F:12])[CH:9]([F:11])[F:10])[C:4]([F:7])([F:6])[F:5].S(=O)(=O)(O)[OH:14]>O>[F:1][CH2:2][C:3]([OH:14])([CH:8]([F:12])[CH:9]([F:11])[F:10])[C:4]([F:7])([F:5])[F:6]. Procedure details: As another example, 2-fluoromethyl-1,1,1,3,4,4-hexafluoro-2-butanol may be prepared by fluorinating commercially available 3-chloropropionic acid to form 1,1,1,3-tetrafluoropropane which may then be reacted with CHF2CF carbene to form 2-fluoromethyl-1,1,1,3,4,4-hexafluorobutane. The 2-fluoromethyl-1,1,1,3,4,4-hexafluorobutane may then be dehydrogenated and reacted with sulfuric acid and then water to form 2-fluoromethyl-1,1,1,3,4,4-hexafluoro-2-butanol.